From a dataset of the Open Reaction Database (ORD), a public repository of structured organic reaction records. describe an organic reaction: reactants, conditions, products, and yield Starting materials: Br, COC(=O)N1CCC(c2cc(=O)[nH]o2)CC1Cc1cc(F)ccc1F. Product: O=c1cc(C2CCNC(Cc3cc(F)ccc3F)C2)o[nH]1. Reaction SMILES: [BrH:26].[F:1][c:2]1[c:3]([CH2:4][CH:5]2[N:6]([C:17]([O:18][CH3:19])=[O:20])[CH2:7][CH2:8][CH:9]([c:11]3[cH:12][c:13](=[O:16])[nH:14][o:15]3)[CH2:10]2)[cH:21][c:22]([F:25])[cH:23][cH:24]1>>[F:1][c:2]1[c:3]([CH2:4][CH:5]2[NH:6][CH2:7][CH2:8][CH:9]([c:11]3[cH:12][c:13](=[O:16])[nH:14][o:15]3)[CH2:10]2)[cH:21][c:22]([F:25])[cH:23][cH:24]1. The reactants are C1(=CC=CC2=CC=CC=C12)O (α-naphthol), C(CCCCCCCCCCCCC)O (tetradecyl alcohol). The reagents and catalysts are [Cl-].[Zn+2].[Cl-] (zinc chloride). Conditions: time 8 hour. Product: C(CCCCCCCCCCCCC)C1=CC=C(C2=CC=CC=C12)O (4-tetradecyl-α-naphthol). The yield is 42.6%. RXN SMILES: [C:1]1([OH:11])[C:10]2[C:5](=[CH:6][CH:7]=[CH:8][CH:9]=2)[CH:4]=[CH:3][CH:2]=1.[CH2:12](O)[CH2:13][CH2:14][CH2:15][CH2:16][CH2:17][CH2:18][CH2:19][CH2:20][CH2:21][CH2:22][CH2:23][CH2:24][CH3:25]>[Cl-].[Zn+2].[Cl-]>[CH2:25]([C:4]1[C:5]2[C:10](=[CH:9][CH:8]=[CH:7][CH:6]=2)[C:1]([OH:11])=[CH:2][CH:3]=1)[CH2:24][CH2:23][CH2:22][CH2:21][CH2:20][CH2:19][CH2:18][CH2:17][CH2:16][CH2:15][CH2:14][CH2:13][CH3:12] |f:2.3.4|. Procedure details: In a one liter three-neck flask provided with agitating means were charged and stirred 216 g (1.5 mole) of α-naphthol and 171 g (1.26 mole) of zinc chloride, 278 g (1.26 mole) of tetradecyl alcohol was added dropwise to the flask kept at 160° C. Stirring was continued for 8 hours after the completion of the addition at the same temperature. The reaction product was cooled to room temperature (i.e., 20°-30° C), and then washed with water after the addition of 500 ml of petroleum ether and 500 ml ...